Dataset: the Open Reaction Database (ORD), a public repository of structured organic reaction records. Task: describe an organic reaction: reactants, conditions, products, and yield The reactants are CO, Cc1nc(NNC(=O)C(CC2CCCC2)CN(C=O)OCc2ccccc2)c(F)c(N(C)CCc2ccncc2)n1. Yields the product Cc1nc(NNC(=O)C(CC2CCCC2)CN(O)C=O)c(F)c(N(C)CCc2ccncc2)n1. RXN SMILES: [CH3:42][OH:43].[CH:1]1([CH2:6][CH:7]([CH2:8][N:9]([CH:10]=[O:11])[O:12][CH2:13][c:14]2[cH:15][cH:16][cH:17][cH:18][cH:19]2)[C:20](=[O:21])[NH:22][NH:23][c:24]2[n:25][c:26]([CH3:41])[n:27][c:28]([N:31]([CH2:32][CH2:33][c:34]3[cH:35][cH:36][n:37][cH:38][cH:39]3)[CH3:40])[c:29]2[F:30])[CH2:2][CH2:3][CH2:4][CH2:5]1>>[CH:1]1([CH2:6][CH:7]([CH2:8][N:9]([CH:10]=[O:11])[OH:12])[C:20](=[O:21])[NH:22][NH:23][c:24]2[n:25][c:26]([CH3:41])[n:27][c:28]([N:31]([CH2:32][CH2:33][c:34]3[cH:35][cH:36][n:37][cH:38][cH:39]3)[CH3:40])[c:29]2[F:30])[CH2:2][CH2:3][CH2:4][CH2:5]1. Starting materials: NC1=CC=C(C=C1)C1=NN2C(C(=N1)N1CCOCC1)=CC(=C2)CN(C)C (2-(p-aminophenyl)-6-(dimethylaminomethyl)-4-morpholinopyrrolo[2,1-f][1,2,4]triazine), C(C)N=C=O (ethyl isocyanate). Run in ClCCl (dichloromethane). Reaction conditions: time 8 hour. Product: C(C)NC(=O)NC1=CC=C(C=C1)C1=NN2C(C(=N1)N1CCOCC1)=CC(=C2)CN(C)C (1-ethyl-3-[4-(6-(dimethylaminomethyl)-4-morpholinopyrrolo[2,1-f][1,2,4]triazin-2-yl)phenyl]urea). RXN SMILES: [NH2:1][C:2]1[CH:7]=[CH:6][C:5]([C:8]2[N:13]=[C:12]([N:14]3[CH2:19][CH2:18][O:17][CH2:16][CH2:15]3)[C:11]3=[CH:20][C:21]([CH2:23][N:24]([CH3:26])[CH3:25])=[CH:22][N:10]3[N:9]=2)=[CH:4][CH:3]=1.[CH2:27]([N:29]=[C:30]=[O:31])[CH3:28]>ClCCl>[CH2:27]([NH:29][C:30]([NH:1][C:2]1[CH:7]=[CH:6][C:5]([C:8]2[N:13]=[C:12]([N:14]3[CH2:15][CH2:16][O:17][CH2:18][CH2:19]3)[C:11]3=[CH:20][C:21]([CH2:23][N:24]([CH3:26])[CH3:25])=[CH:22][N:10]3[N:9]=2)=[CH:4][CH:3]=1)=[O:31])[CH3:28]. Procedure details: Compound 13a (0.15 mmol) was dissolved in 10 mL of anhydrous dichloromethane, and 3 equiv of ethyl isocyanate was added and stirred at room temperature overnight. The target compound was obtained by filtration. The reactants are CC(=O)O, Cl, Cl[Cu]Cl, O=N[O-], Nc1cc(C(O)=S)cc(SCc2ccccc2)c1-c1ccccc1, [Na+], O=S=O. The product is O=S(=O)(Cl)c1cc(C(O)=S)cc(SCc2ccccc2)c1-c1ccccc1. Reaction SMILES: [CH3:36][C:37](=[O:38])[OH:39].[ClH:25].[Cu:33]([Cl:34])[Cl:35].[N:26]([O-:27])=[O:28].[NH2:1][c:2]1[c:3](-[c:19]2[cH:20][cH:21][cH:22][cH:23][cH:24]2)[c:4]([S:11][CH2:12][c:13]2[cH:14][cH:15][cH:16][cH:17][cH:18]2)[cH:5][c:6]([C:7](=[S:8])[OH:9])[cH:10]1.[Na+:29].[O:30]=[S:31]=[O:32]>>[c:2]1([S:31]([Cl:25])(=[O:30])=[O:32])[c:3](-[c:19]2[cH:20][cH:21][cH:22][cH:23][cH:24]2)[c:4]([S:11][CH2:12][c:13]2[cH:14][cH:15][cH:16][cH:17][cH:18]2)[cH:5][c:6]([C:7](=[S:8])[OH:9])[cH:10]1. Reactants: N(=NC(=O)OCC)C(=O)OCC (diethyl azodicarboxylate), C(C)(C)(C)[SiH2]OC(C1=C2SC=3C(=CC=CC3N(C2=CC=C1)C)CO)(C)C ([6-(tert-butyl-dimethyl-silanyloxymethyl)-10-methyl-phenothiazin-4-yl]-methanol), C1(C=2C(C(N1)=O)=CC=CC2)=O (phthalimide), C1(=CC=CC=C1)P(C1=CC=CC=C1)C1=CC=CC=C1 (triphenylphosphine). Run in O1CCCC1 (tetrahydrofuran). Run at time 3 hour. Product: C(C)(C)(C)[SiH2]OC(C1=C2SC=3C(=CC=CC3N(C2=CC=C1)C)CN1C(C2=CC=CC=C2C1=O)=O)(C)C (2-[6-(tert-butyl-dimethyl-silanyloxymethyl)-10-methyl-phenothiazin-4-ylmethyl]-2,3-dihydro-1H-isoindole-1,3-dione). The yield is 78.2%. Reaction SMILES: N(C(OCC)=O)=NC(OCC)=O.[C:13]([SiH2:17][O:18][C:19]([CH3:38])([CH3:37])[C:20]1[CH:33]=[CH:32][CH:31]=[C:30]2[C:21]=1[S:22][C:23]1[C:24]([CH2:35]O)=[CH:25][CH:26]=[CH:27][C:28]=1[N:29]2[CH3:34])([CH3:16])([CH3:15])[CH3:14].[C:39]1(=[O:49])[NH:43][C:42](=[O:44])[C:41]2=[CH:45][CH:46]=[CH:47][CH:48]=[C:40]12.C1(P(C2C=CC=CC=2)C2C=CC=CC=2)C=CC=CC=1>O1CCCC1>[C:13]([SiH2:17][O:18][C:19]([CH3:38])([CH3:37])[C:20]1[CH:33]=[CH:32][CH:31]=[C:30]2[C:21]=1[S:22][C:23]1[C:24]([CH2:35][N:43]3[C:39](=[O:49])[C:40]4[C:41](=[CH:45][CH:46]=[CH:47][CH:48]=4)[C:42]3=[O:44])=[CH:25][CH:26]=[CH:27][C:28]=1[N:29]2[CH3:34])([CH3:14])([CH3:16])[CH3:15]. Procedure: 1.62 ml (10.34 mmol) of diethyl azodicarboxylate were slowly added dropwise while cooling with ice and under argon to a solution of 3.09 g (7.97 mmol) of [6-(tert-butyl-dimethyl-silanyloxymethyl)-10-methyl-phenothiazin-4-yl]-methanol, 1.76 g (11.9 mmol) of phthalimide and 2.30 g (8.75 mmol) of triphenylphosphine in 65 ml of tetrahydrofuran. The reaction mixture was stirred at 0° for 3 hours and then worked-up analogously to that described in Example 2.1.1.ea. The residue was chromatographed on 5... Starting materials: ClC1=C(C(=CC=C1)F)C=1NC(N(N1)C1=CC=C(C=C1)C#C)=O (5-(2-chloro-6-fluorophenyl)-2-(4-ethynylphenyl)-2,4-dihydro-3H-1,2,4-triazol-3-one), ClC1=C(C=C(C=C1)Cl)I (1,4-dichloro-2-iodobenzene), CCCC[N+](CCCC)(CCCC)CCCC.[F-] (TBAF). The reagents and catalysts are Cl[Pd]([P](C1=CC=CC=C1)(C2=CC=CC=C2)C3=CC=CC=C3)([P](C4=CC=CC=C4)(C5=CC=CC=C5)C6=CC=CC=C6)Cl (bis(triphenylphosphine)palladium(II) chloride). Run in CS(=O)C (DMSO). Product: ClC1=C(C(=CC=C1)F)C=1NC(N(N1)C1=CC=C(C=C1)C#CC1=C(C=CC(=C1)Cl)Cl)=O (5-(2-Chloro-6-fluorophenyl)-2-{4-[(2,5-dichlorophenyl)ethynyl]phenyl}-2,4-dihydro-3H-1,2,4-triazol-3-one). Isolated yield 27.3%. Reaction SMILES: [Cl:1][C:2]1[CH:7]=[CH:6][CH:5]=[C:4]([F:8])[C:3]=1[C:9]1[NH:10][C:11](=[O:22])[N:12]([C:14]2[CH:19]=[CH:18][C:17]([C:20]#[CH:21])=[CH:16][CH:15]=2)[N:13]=1.[Cl:23][C:24]1[CH:29]=[CH:28][C:27]([Cl:30])=[CH:26][C:25]=1I.CCCC[N+](CCCC)(CCCC)CCCC.[F-]>Cl[Pd](Cl)([P](C1C=CC=CC=1)(C1C=CC=CC=1)C1C=CC=CC=1)[P](C1C=CC=CC=1)(C1C=CC=CC=1)C1C=CC=CC=1.CS(C)=O>[Cl:1][C:2]1[CH:7]=[CH:6][CH:5]=[C:4]([F:8])[C:3]=1[C:9]1[NH:10][C:11](=[O:22])[N:12]([C:14]2[CH:19]=[CH:18][C:17]([C:20]#[C:21][C:28]3[CH:29]=[C:24]([Cl:23])[CH:25]=[CH:26][C:27]=3[Cl:30])=[CH:16][CH:15]=2)[N:13]=1 |f:2.3,^1:52,71|. Procedure: The title compound was prepared according to the procedure described in Example-3 using 5-(2-chloro-6-fluorophenyl)-2-(4-ethynylphenyl)-2,4-dihydro-3H-1,2,4-triazol-3-one (Intermediate-2, 0.100 g, 0.319 mmol), 1,4-dichloro-2-iodobenzene (0.130 g, 0.470 mmol), TBAF (0.201 g, 0.638 mmol), bis(triphenylphosphine)palladium(II) chloride (0.020 g, 0.028 mmol) and DMSO (3.0 mL). The obtained product was purified with column chromatography on silica gel eluting with 1.0% MeOH:DCM to afford 0.040 g of th... Starting materials: C1(=CC=CC=C1)C(N1N=NN=C1C1=C(C=CC=C1)B(O)O)(C1=CC=CC=C1)C1=CC=CC=C1 (2-(N-triphenylmethyltetrazol-5-yl)phenylboronic acid), C(CCC)N1C(N(C(=C1)CCCC)CC=1C=NC(=CC1)Br)=O (1,4-dibutyl-1,3-dihydro-3-[(6-bromo-3-pyridinyl)methyl]-2H-imdazol-2-one), C([O-])([O-])=O.[Na+].[Na+] (sodium carbonate), C(C)(=O)O (acetic acid). The reagents and catalysts are C=1C=CC(=CC1)[P](C=2C=CC=CC2)(C=3C=CC=CC3)[Pd]([P](C=4C=CC=CC4)(C=5C=CC=CC5)C=6C=CC=CC6)([P](C=7C=CC=CC7)(C=8C=CC=CC8)C=9C=CC=CC9)[P](C=1C=CC=CC1)(C=1C=CC=CC1)C=1C=CC=CC1 (tetrakis). Run in C(C)O (ethanol), C1(=CC=CC=C1)C (toluene), C(C)O (ethanol), C1(=CC=CC=C1)C (toluene). Reaction conditions: time 14 hour. The product is C(CCC)N1C(N(C(=C1)CCCC)CC=1C=NC(=CC1)C1=C(C=CC=C1)C1=NN=NN1)=O (1,4-dibutyl-1,3-dihydro-3-[[6-[2-(1H-tetrazol-5-yl)phenyl]-3-pyridinyl]methyl]-2H-imidazol-2-one). Yield: 43.0%. As a reaction SMILES: C1(C(C2C=CC=CC=2)(C2C=CC=CC=2)[N:8]2[C:12]([C:13]3[CH:18]=[CH:17][CH:16]=[CH:15][C:14]=3B(O)O)=[N:11][N:10]=[N:9]2)C=CC=CC=1.[CH2:34]([N:38]1[CH:42]=[C:41]([CH2:43][CH2:44][CH2:45][CH3:46])[N:40]([CH2:47][C:48]2[CH:49]=[N:50][C:51](Br)=[CH:52][CH:53]=2)[C:39]1=[O:55])[CH2:35][CH2:36][CH3:37].C(=O)([O-])[O-].[Na+].[Na+].C(O)(=O)C>C(O)C.C1(C)C=CC=CC=1.C1C=CC([P]([Pd]([P](C2C=CC=CC=2)(C2C=CC=CC=2)C2C=CC=CC=2)([P](C2C=CC=CC=2)(C2C=CC=CC=2)C2C=CC=CC=2)[P](C2C=CC=CC=2)(C2C=CC=CC=2)C2C=CC=CC=2)(C2C=CC=CC=2)C2C=CC=CC=2)=CC=1>[CH2:34]([N:38]1[CH:42]=[C:41]([CH2:43][CH2:44][CH2:45][CH3:46])[N:40]([CH2:47][C:48]2[CH:49]=[N:50][C:51]([C:14]3[CH:15]=[CH:16][CH:17]=[CH:18][C:13]=3[C:12]3[NH:8][N:9]=[N:10][N:11]=3)=[CH:52][CH:53]=2)[C:39]1=[O:55])[CH2:35][CH2:36][CH3:37] |f:2.3.4,^1:79,81,100,119|. Reported procedure: A solution of 21.7 g (50.2 mmol) of 2-(N-triphenylmethyltetrazol-5-yl)phenylboronic acid from step 6 in 80 mL of ethanol and 130 mL of toluene was added to a mixture of 5 g (4 mmol) of tetrakis (triphenylphosphine) Pd(0), 16.75 g (45.8 mmol) of 1,4-dibutyl-1,3-dihydro-3-[(6-bromo-3-pyridinyl)methyl]-2H-imidazol-2-one from step 5, 225 mL of toluene, 100 mL of 2M sodium carbonate, and 150 mL of ethanol. The reaction mixture was heated to reflux and vigorously stirred under nitrogen for 14 h. The p... Reactants: FC(C(F)F)(OC1=C(C=CC=C1)C)F (2-(1,1,2,2-tetrafluoroethoxy)toluene), C1CC(=O)N(C1=O)Br (NBS), CC(C)(C#N)N=NC(C)(C)C#N (AIBN). The solvent is C(Cl)(Cl)(Cl)Cl (CCl4). The product is FC(C(F)F)(OC1=C(CBr)C=CC=C1)F (2-(1,1,2,2-tetrafluoroethoxy)benzyl bromide). RXN SMILES: [F:1][C:2]([F:14])([O:6][C:7]1[CH:12]=[CH:11][CH:10]=[CH:9][C:8]=1[CH3:13])[CH:3]([F:5])[F:4].C1C(=O)N([Br:22])C(=O)C1.CC(N=NC(C#N)(C)C)(C#N)C>C(Cl)(Cl)(Cl)Cl>[F:1][C:2]([F:14])([O:6][C:7]1[CH:12]=[CH:11][CH:10]=[CH:9][C:8]=1[CH2:13][Br:22])[CH:3]([F:4])[F:5]. Procedure details: To a stirred solution of 2-(1,1,2,2-tetrafluoroethoxy)toluene (2.5 g, 12.2 mmol) in CCl4 (75 mL) was added NBS (2.1 g, 13 mmol) and AIBN (0.65 g, 3 mmol). The mixture was refluxed for 6 h. The solvent was removed under reduced pressure and the residue was partitioned between EtOAc (75 mL) and water (50 mL). The organic phase was separated, dried (MgSO4), filtered, and the solvent was removed under reduced pressure. The residue was purified by pressurized silica gel column chromatography using he...